describe an organic reaction: reactants, conditions, products, and yield From a dataset of the Open Reaction Database (ORD), a public repository of structured organic reaction records. Product: CCn1c(=O)c(-c2cc(OC)cc(OC)c2)cc2cnc(Nc3ccncc3)nc21. RXN SMILES: [C:32](=[O:33])([O-:34])[O-:35].[CH3:45][S:46]([CH3:47])=[O:48].[ClH:1].[K+:36].[K+:37].[NH2:38][c:39]1[cH:40][cH:41][n:42][cH:43][cH:44]1.[NH:2]=[c:3]1[cH:4][cH:5][n:6](-[c:9]2[n:10][cH:11][c:12]3[c:13]([n:14]2)[n:15]([CH2:30][CH3:31])[c:16](=[O:29])[c:17](-[c:19]2[cH:20][c:21]([O:27][CH3:28])[cH:22][c:23]([O:25][CH3:26])[cH:24]2)[cH:18]3)[cH:7][cH:8]1>>[c:9]1([NH:38][c:39]2[cH:40][cH:41][n:42][cH:43][cH:44]2)[n:10][cH:11][c:12]2[c:13]([n:14]1)[n:15]([CH2:30][CH3:31])[c:16](=[O:29])[c:17](-[c:19]1[cH:20][c:21]([O:27][CH3:28])[cH:22][c:23]([O:25][CH3:26])[cH:24]1)[cH:18]2. Reactants: O=C([O-])[O-], CS(C)=O, Cl, [K+], [K+], Nc1ccncc1, CCn1c(=O)c(-c2cc(OC)cc(OC)c2)cc2cnc(-n3ccc(=N)cc3)nc21. Reactants: [H-].[Na+] (sodium hydride), Cl.NCC(C)(S)C (1-amino-2-methyl-2-propanethiol hydrochloride), FC1=CC=C(C(=O)OC(C)(C)C)C=C1 (tert-butyl 4-fluorobenzoate). Run in O (water), CN(C=O)C (N,N-dimethylformamide). Reaction conditions: time 30 minute. Product: NCC(C)(C)SC1=CC=C(C(=O)OC(C)(C)C)C=C1 (tert-butyl 4-[(2-amino-1,1-dimethylethyl)thio]benzoate). Yield: 75.3%. As a reaction SMILES: Cl.[NH2:2][CH2:3][C:4]([CH3:7])([SH:6])[CH3:5].[H-].[Na+].F[C:11]1[CH:23]=[CH:22][C:14]([C:15]([O:17][C:18]([CH3:21])([CH3:20])[CH3:19])=[O:16])=[CH:13][CH:12]=1>CN(C)C=O.O>[NH2:2][CH2:3][C:4]([S:6][C:11]1[CH:23]=[CH:22][C:14]([C:15]([O:17][C:18]([CH3:19])([CH3:20])[CH3:21])=[O:16])=[CH:13][CH:12]=1)([CH3:7])[CH3:5] |f:0.1,2.3|. Reported procedure: To a suspension of 1-amino-2-methyl-2-propanethiol hydrochloride (75 mg) in N,N-dimethylformamide (2 mL) is added sodium hydride (60% dispersion in mineral oil, 50 mg) and the mixture is stirred at room temperature for 30 minutes. To the mixture is added tert-butyl 4-fluorobenzoate (50 mg) and the mixture is stirred at 70° C. for 4 hours. The reaction mixture is diluted with water and extracted with ethyl acetate. The extract is concentrated in vacuo and the resultant product is purified by flas... The reactants are COC=1C=C([C@H](C[N+](=O)[O-])C2C(CCCC2)=O)C=CC1 (rac-(2S*)-2-[(R*)-3-methoxy-α-(nitromethyl)benzyl]cyclohexanone), [H-].[Al+3].[Li+].[H-].[H-].[H-] (lithium aluminum hydride), C(C(=O)[O-])(=O)[O-] (oxalate), C([O-])([O-])=O.[K+].[K+] (potassium carbonate). Solvent: C(C)O (ethanol), O1CCCC1 (tetrahydrofuran), O1CCCC1 (tetrahydrofuran), O1CCCC1.O (tetrahydrofuran water). Reaction conditions: time 30 minute. Product: C(C(=O)O)(=O)O.NC[C@@H](C1=CC(=CC=C1)OC)[C@@H]1[C@@H](CCCC1)O (rac-(1S*)-cis-2-[(R*)-α-(aminomethyl)-3-methoxybenzyl]cyclohexanol oxalate). RXN SMILES: [CH3:1][O:2][C:3]1[CH:4]=[C:5]([CH:18]=[CH:19][CH:20]=1)[C@@H:6]([CH:11]1[CH2:16][CH2:15][CH2:14][CH2:13][C:12]1=[O:17])[CH2:7][N+:8]([O-])=O.[H-].[Al+3].[Li+].[H-].[H-].[H-].C(=O)([O-])[O-].[K+].[K+].[C:33]([O-:38])(=[O:37])[C:34]([O-:36])=[O:35]>O1CCCC1.O1CCCC1.O.C(O)C>[C:33]([OH:38])(=[O:37])[C:34]([OH:36])=[O:35].[NH2:8][CH2:7][C@H:6]([C@H:11]1[CH2:16][CH2:15][CH2:14][CH2:13][C@H:12]1[OH:17])[C:5]1[CH:18]=[CH:19][CH:20]=[C:3]([O:2][CH3:1])[CH:4]=1 |f:1.2.3.4.5.6,7.8.9,12.13,15.16|. Procedure: A solution of 41.6 g (0.15 mol) of rac-(2S*)-2-[(R*)-3-methoxy-α-(nitromethyl)benzyl]cyclohexanone in 400 ml of dry tetrahydrofuran is added dropwise to a suspension of 14.2 g (0.38 mol) of lithium aluminum hydride in 400 ml of dry tetrahydrofuran under argon. The reaction mixture is then heated to boiling under reflux for 4 hours, treated, after cooling, firstly with 50 ml of ethanol, and subsequently with tetrahydrofuran/water (1:1), treated with 80 g of potassium carbonate and stirred for 30 ... Reactants: C(C)[NH+](CC)CC (triethylammonium), C([O-])([O-])=O (carbonate), C(#N)C(N1CCC(CC1)CNC(OC(C)(C)C)=O)C1=CN=C(S1)C1=NC=CC=C1 (tert-butyl (1-(cyano(2-(pyridin-2-yl)thiazol-5-yl)methyl)piperidin-4-yl)methylcarbamate). The solvent is FC(C(=O)O)(F)F (trifluoroacetic acid), ClCCl (dichloromethane). Conditions: time 1 hour. Product: NCC1CCN(CC1)C(C#N)C1=CN=C(S1)C1=NC=CC=C1 (2-(4-(aminomethyl)piperidin-1-yl)-2-(2-(pyridin-2-yl)thiazol-5-yl)acetonitrile). Reaction SMILES: [C:1]([CH:3]([C:19]1[S:23][C:22]([C:24]2[CH:29]=[CH:28][CH:27]=[CH:26][N:25]=2)=[N:21][CH:20]=1)[N:4]1[CH2:9][CH2:8][CH:7]([CH2:10][NH:11]C(=O)OC(C)(C)C)[CH2:6][CH2:5]1)#[N:2].C([NH+](CC)CC)C.C(=O)([O-])[O-]>ClCCl.FC(F)(F)C(O)=O>[NH2:11][CH2:10][CH:7]1[CH2:6][CH2:5][N:4]([CH:3]([C:19]2[S:23][C:22]([C:24]3[CH:29]=[CH:28][CH:27]=[CH:26][N:25]=3)=[N:21][CH:20]=2)[C:1]#[N:2])[CH2:9][CH2:8]1. Procedure: The compound prepared in Example 235 (0.14 g) was dissolved in dichloromethane (2 mL) and trifluoroacetic acid (0.4 mL). The reaction was stirred for 1 hour and then concentrated and pumped to dryness. The amine salt was dissolved in tetrahydrofuran (5 mL) and Macroporous triethylammonium methylpolystyrene carbonate (MP-carbonate: Argonaut Technologies catalog number 80,026-9; 0.65 g) (2.5-3.5 mmol/g) 1.6-2.2 mmol was added. After 2 hours of stirring the reaction was filtered, washed with tetrah... Reactants: ClS(=O)(=O)C=1SC(=CC1)C1=C(C=CC=C1)OC (2-chlorosulfonyl-5-(2-methoxyphenyl)thiophene), NC1=C(C(=NO1)C)Br (5-amino-4-bromo-3-methylisoxazole). The product is BrC=1C(=NOC1NS(=O)(=O)C=1SC(=CC1)C1=C(C=CC=C1)OC)C (N-(4-bromo-3-methyl-5-isoxazolyl)-5-(2-methyoxyphenyl)thiophene-2-sulfonamide). As a reaction SMILES: Cl[S:2]([C:5]1[S:6][C:7]([C:10]2[CH:15]=[CH:14][CH:13]=[CH:12][C:11]=2[O:16][CH3:17])=[CH:8][CH:9]=1)(=[O:4])=[O:3].[NH2:18][C:19]1[O:23][N:22]=[C:21]([CH3:24])[C:20]=1[Br:25]>>[Br:25][C:20]1[C:21]([CH3:24])=[N:22][O:23][C:19]=1[NH:18][S:2]([C:5]1[S:6][C:7]([C:10]2[CH:15]=[CH:14][CH:13]=[CH:12][C:11]=2[O:16][CH3:17])=[CH:8][CH:9]=1)(=[O:4])=[O:3]. Procedure details: N-(4-bromo-3-methyl-5-isoxazolyl)-5-(2-methoxyphenyl)thiophene-2-sulfonamide was prepared in the same manner as described in Example 1. Reaction of 2-chlorosulfonyl-5-(2-methoxyphenyl)thiophene with 5-amino-4-bromo-3-methylisoxazole gave N-(4-bromo-3-methyl-5-isoxazolyl)-5-(2-methyoxyphenyl)thiophene-2-sulfonamide in 32% yield, m.p. 114°-117° C.